Dataset: the Open Reaction Database (ORD), a public repository of structured organic reaction records. Task: describe an organic reaction: reactants, conditions, products, and yield The reactants are ClC=1C=CC=2N(N1)C(=CN2)[N+](=O)[O-] (6-chloro-3-nitroimidazo[1,2-b]pyridazine), C1(=CC=CC=C1)C(S)(C1=CC=CC=C1)C1=CC=CC=C1 (triphenyl-methanethiol), C([O-])([O-])=O.[K+].[K+] (potassium carbonate). Solvent: O1CCOCC1 (dioxane). Conditions: time 18 hour. The product is [N+](=O)([O-])C1=CN=C2N1N=C(C=C2)SC(C2=CC=CC=C2)(C2=CC=CC=C2)C2=CC=CC=C2 (3-Nitro-6-tritylsulfanylimidazo[1,2-b]pyridazine). Yield: 71.8%. RXN SMILES: Cl[C:2]1[CH:3]=[CH:4][C:5]2[N:6]([C:8]([N+:11]([O-:13])=[O:12])=[CH:9][N:10]=2)[N:7]=1.[C:14]1([C:20]([C:28]2[CH:33]=[CH:32][CH:31]=[CH:30][CH:29]=2)([C:22]2[CH:27]=[CH:26][CH:25]=[CH:24][CH:23]=2)[SH:21])[CH:19]=[CH:18][CH:17]=[CH:16][CH:15]=1.C(=O)([O-])[O-].[K+].[K+]>O1CCOCC1>[N+:11]([C:8]1[N:6]2[N:7]=[C:2]([S:21][C:20]([C:14]3[CH:19]=[CH:18][CH:17]=[CH:16][CH:15]=3)([C:28]3[CH:29]=[CH:30][CH:31]=[CH:32][CH:33]=3)[C:22]3[CH:23]=[CH:24][CH:25]=[CH:26][CH:27]=3)[CH:3]=[CH:4][C:5]2=[N:10][CH:9]=1)([O-:13])=[O:12] |f:2.3.4|. Procedure details: 8.0 g (40.3 mmol) of 6-chloro-3-nitroimidazo[1,2-b]pyridazine, 16.7 g (60.4 mmol) of triphenyl-methanethiol and 16.7 g (120 mmol) of potassium carbonate in 150 ml of dioxane are heated to 90° C. for 5 h under an argon atmosphere. After cooling to room temperature, the mixture is filtered and the filtrate is concentrated. The residue is dissolved in a little ethyl acetate and treated with 100 ml of diisopropyl ether. After 18 h, the crystalline precipitate is filtered off and dried. 12.69 g (72%)... The reactants are B1(OCCCO1)C2=CN=CC=C2 (pyridine-3-boronic acid 1,3-propanediol cyclic ester), C(=O)(O)[O-].[Na+] (NaHCO3), NC1=C(C=C(C=C1[N+](=O)[O-])Br)C(=O)C1CCCCC1 ((2-amino-5-bromo-3-nitro-phenyl)-cyclohexyl-methanone), (tetrakistriphenylphosphine) palladium(0). Run in COCCOC (DME), CCOC(=O)C (EtOAc). Reaction conditions: time 90 minute. Yields the product NC1=C(C=C(C=C1[N+](=O)[O-])C=1C=NC=CC1)C(=O)C1CCCCC1 ((2-Amino-3-nitro-5-pyridin-3-yl-phenyl)-cyclohexyl-methanone). Isolated yield 88.5%. RXN SMILES: [NH2:1][C:2]1[C:7]([N+:8]([O-:10])=[O:9])=[CH:6][C:5](Br)=[CH:4][C:3]=1[C:12]([CH:14]1[CH2:19][CH2:18][CH2:17][CH2:16][CH2:15]1)=[O:13].B1([C:26]2[CH:31]=[CH:30][CH:29]=[N:28][CH:27]=2)OCCCO1.C([O-])(O)=O.[Na+]>COCCOC.CCOC(C)=O>[NH2:1][C:2]1[C:7]([N+:8]([O-:10])=[O:9])=[CH:6][C:5]([C:26]2[CH:27]=[N:28][CH:29]=[CH:30][CH:31]=2)=[CH:4][C:3]=1[C:12]([CH:14]1[CH2:19][CH2:18][CH2:17][CH2:16][CH2:15]1)=[O:13] |f:2.3|. Procedure: To a solution of (2-amino-5-bromo-3-nitro-phenyl)-cyclohexyl-methanone (600 mg, 1.83 mmol) in DME (25 mL) was added, successively, pyridine-3-boronic acid 1,3-propanediol cyclic ester (388 mg, 2.38 mmol), (tetrakistriphenylphosphine) palladium(0) (212 mg, 0.18 mmol), and 1N NaHCO3 (3.7 mL, 3.7 mmol). The resulting mixture was stared at 90° C. for 90 minutes then cooled to room temperature. The reaction mixture was diluted with EtOAc (100 mL), washed with water (50 mL), brine (50 mL), dried (MgSO... Starting materials: O=C1NC2=C(CCN1C1CCN(CC1)C(=O)O[C@H](CC1=CC3=C(NC(=N3)N(C)C)C(=C1)C)C(=O)O)C=CC=C2 ((R)-1-carboxy-2-(2-dimethylamino-7-methyl-1H-benzimidazol-5-yl)-ethyl 4-(2-oxo-1,2,4,5-tetrahydro-1,3-benzodiazepin-3-yl)-piperidine-1-carboxylate), O1CCC(CC1)N1CCNCC1 (1-(tetrahydropyran-4-yl)-piperazine). Product: O=C1NC2=C(CCN1C1CCN(CC1)C(=O)O[C@@H](C(N1CCN(CC1)C1CCOCC1)=O)CC1=CC3=C(NC(=N3)N(C)C)C(=C1)C)C=CC=C2 ((R)-1-(2-dimethylamino-7-methyl-1H-benzimidazol-5-ylmethyl)-2-oxo-2-[4-(tetrahydropyran-4-yl)-piperazin-1-yl]-ethyl 4-(2-oxo-1,2,4,5-tetrahydro-1,3-benzodiazepin-3-yl)-piperidine-1-carboxylate). RXN SMILES: [O:1]=[C:2]1[N:8]([CH:9]2[CH2:14][CH2:13][N:12]([C:15]([O:17][C@@H:18]([C:33]([OH:35])=O)[CH2:19][C:20]3[CH:31]=[C:30]([CH3:32])[C:23]4[NH:24][C:25]([N:27]([CH3:29])[CH3:28])=[N:26][C:22]=4[CH:21]=3)=[O:16])[CH2:11][CH2:10]2)[CH2:7][CH2:6][C:5]2[CH:36]=[CH:37][CH:38]=[CH:39][C:4]=2[NH:3]1.[O:40]1[CH2:45][CH2:44][CH:43]([N:46]2[CH2:51][CH2:50][NH:49][CH2:48][CH2:47]2)[CH2:42][CH2:41]1>>[O:1]=[C:2]1[N:8]([CH:9]2[CH2:10][CH2:11][N:12]([C:15]([O:17][C@H:18]([CH2:19][C:20]3[CH:31]=[C:30]([CH3:32])[C:23]4[NH:24][C:25]([N:27]([CH3:28])[CH3:29])=[N:26][C:22]=4[CH:21]=3)[C:33](=[O:35])[N:49]3[CH2:48][CH2:47][N:46]([CH:43]4[CH2:44][CH2:45][O:40][CH2:41][CH2:42]4)[CH2:51][CH2:50]3)=[O:16])[CH2:13][CH2:14]2)[CH2:7][CH2:6][C:5]2[CH:36]=[CH:37][CH:38]=[CH:39][C:4]=2[NH:3]1. Procedure: Prepared analogously to Example 1h from 90 mg (0.14 mmol, purity 85%) (R)-1-carboxy-2-(2-dimethylamino-7-methyl-1H-benzimidazol-5-yl)-ethyl 4-(2-oxo-1,2,4,5-tetrahydro-1,3-benzodiazepin-3-yl)-piperidine-1-carboxylate and 35 mg (0.21 mmol) 1-(tetrahydropyran-4-yl)-piperazine. Reactants: C(#N)C(CCC=O)(C1=CC(=C(C=C1)OC)OC)C(C)C (4-cyano-4-isopropyl-4-(3,4-dimethoxyphenyl)butyraldehyde), COC1=CC=C(OCCN)C=C1 (2-(4-methoxyphenoxy)ethylamine), [BH4-].[Na+] (sodium borohydride). The solvent is C(C)O (ethanol). Run at time 30 minute. The product is C(C)(C)C(C#N)(CCCNCCOC1=CC=C(C=C1)OC)C1=CC(=C(C=C1)OC)OC (Alpha-isopropyl-alpha-[3-[N-[2-(4-methoxyphenoxy)ethyl]amino]-propyl]-3,4-dimethoxyphenylacetonitrile). The yield is 57.4%. RXN SMILES: [C:1]([C:3]([CH:18]([CH3:20])[CH3:19])([C:8]1[CH:13]=[CH:12][C:11]([O:14][CH3:15])=[C:10]([O:16][CH3:17])[CH:9]=1)[CH2:4][CH2:5][CH:6]=O)#[N:2].[CH3:21][O:22][C:23]1[CH:32]=[CH:31][C:26]([O:27][CH2:28][CH2:29][NH2:30])=[CH:25][CH:24]=1.[BH4-].[Na+]>C(O)C>[CH:18]([C:3]([C:8]1[CH:13]=[CH:12][C:11]([O:14][CH3:15])=[C:10]([O:16][CH3:17])[CH:9]=1)([CH2:4][CH2:5][CH2:6][NH:30][CH2:29][CH2:28][O:27][C:26]1[CH:31]=[CH:32][C:23]([O:22][CH3:21])=[CH:24][CH:25]=1)[C:1]#[N:2])([CH3:20])[CH3:19] |f:2.3|. Procedure details: A solution of 3.96 g of 4-cyano-4-isopropyl-4-(3,4-dimethoxyphenyl)butyraldehyde and 2.00 g of 2-(4-methoxyphenoxy)ethylamine in 50 ml of ethanol was refluxed for 1 hour. To the solution was added 0.55 g of sodium borohydride under ice-cooling, and the solution was stirred for 30 minutes at room temperature. The solvent was removed and the residue was dissolved in 10% hydrochloric acid and washed with ether. The aqueous layer was made alkaline with potassium carbonate and extracted with ethyl ac... The reactants are O=[N+]([O-])c1ccc(Oc2ccccc2)cc1OCc1ccccc1, C1CCOC1, CCOC(C)=O, Cl, [In]. The product is Nc1ccc(Oc2ccccc2)cc1OCc1ccccc1. As a reaction SMILES: [CH2:1]([c:2]1[cH:3][cH:4][cH:5][cH:6][cH:7]1)[O:8][c:9]1[c:10]([N+:22]([O-:23])=[O:24])[cH:11][cH:12][c:13]([O:15][c:16]2[cH:17][cH:18][cH:19][cH:20][cH:21]2)[cH:14]1.[CH2:33]1[O:34][CH2:35][CH2:36][CH2:37]1.[CH3:27][CH2:28][O:29][C:30]([CH3:31])=[O:32].[ClH:26].[In:25]>>[CH2:1]([c:2]1[cH:3][cH:4][cH:5][cH:6][cH:7]1)[O:8][c:9]1[c:10]([NH2:22])[cH:11][cH:12][c:13]([O:15][c:16]2[cH:17][cH:18][cH:19][cH:20][cH:21]2)[cH:14]1. Starting materials: aqueous solution, [OH-].[Na+] (NaOH), ClC1=CC=C(C=C1)C1=CC=C(C=C1)NCC1=C(C=C(C(=C1)F)F)C=1C=CC(=NC1)C(=O)NCCC(=O)OCC (ethyl 3-(5-(2-(((4′-chloro-[1,1′-biphenyl]-4-yl)amino)methyl)-4,5-difluorophenyl)picolinamido)propanoate). Run in C1CCOC1 (THF). The product is ClC1=CC=C(C=C1)C1=CC=C(C=C1)NCC1=C(C=C(C(=C1)F)F)C=1C=CC(=NC1)C(=O)NCCC(=O)O (3-(5-(2-(((4′-chloro-[1,1′-biphenyl]-4-yl)amino)methyl)-4,5-difluorophenyl)picolinamido)propanoic acid). Reaction SMILES: [OH-].[Na+].[Cl:3][C:4]1[CH:9]=[CH:8][C:7]([C:10]2[CH:15]=[CH:14][C:13]([NH:16][CH2:17][C:18]3[CH:23]=[C:22]([F:24])[C:21]([F:25])=[CH:20][C:19]=3[C:26]3[CH:27]=[CH:28][C:29]([C:32]([NH:34][CH2:35][CH2:36][C:37]([O:39]CC)=[O:38])=[O:33])=[N:30][CH:31]=3)=[CH:12][CH:11]=2)=[CH:6][CH:5]=1>C1COCC1>[Cl:3][C:4]1[CH:5]=[CH:6][C:7]([C:10]2[CH:15]=[CH:14][C:13]([NH:16][CH2:17][C:18]3[CH:23]=[C:22]([F:24])[C:21]([F:25])=[CH:20][C:19]=3[C:26]3[CH:27]=[CH:28][C:29]([C:32]([NH:34][CH2:35][CH2:36][C:37]([OH:39])=[O:38])=[O:33])=[N:30][CH:31]=3)=[CH:12][CH:11]=2)=[CH:8][CH:9]=1 |f:0.1|. Reported procedure: A 3M aqueous solution of NaOH (0.34 mL, 1.03 mmol) was added to a THF solution (1.1 mL) of ethyl 3-(5-(2-(((4′-chloro-[1,1′-biphenyl]-4-yl)amino)methyl)-4,5-difluorophenyl)picolinamido)propanoate (115 mg, 0.21 mmol) and the resulting mixture was stirred at room temperature. After 16 h the resulting mixture was concentrated and purified via HPLC to yield the title compound.